describe an organic reaction: reactants, conditions, products, and yield From a dataset of the Open Reaction Database (ORD), a public repository of structured organic reaction records. Starting materials: C(C)(C)(C)OC(=O)N[C@@H]1CC[C@H](CC1)NC1=C2C(=CN=CC2=CC=C1)C (trans-N-(tert-butoxycarbonyl)-N′-(4-methyl-5-isoquinolyl)-1,4-cyclohexanediamine), Cl.CO (hydrogen chloride methanol). Yields the product Cl.CC1=CN=CC2=CC=CC(=C12)N[C@@H]1CC[C@H](CC1)N (trans-N-(4-methyl-5-isoquinolyl)-1,4-cyclohexanediamine hydrochloride). As a reaction SMILES: C(OC([NH:8][C@H:9]1[CH2:14][CH2:13][C@H:12]([NH:15][C:16]2[CH:25]=[CH:24][CH:23]=[C:22]3[C:17]=2[C:18]([CH3:26])=[CH:19][N:20]=[CH:21]3)[CH2:11][CH2:10]1)=O)(C)(C)C.[ClH:27].CO>>[ClH:27].[CH3:26][C:18]1[C:17]2[C:22](=[CH:23][CH:24]=[CH:25][C:16]=2[NH:15][C@H:12]2[CH2:13][CH2:14][C@H:9]([NH2:8])[CH2:10][CH2:11]2)[CH:21]=[N:20][CH:19]=1 |f:1.2,3.4|. Procedure details: According to the method of Example 1, Step C, deprotection was performed (room temperature, 2 hours) by using Intermediate 95 (389 mg) and 10% hydrogen chloride/methanol solution (10 ml). The solvent was evaporated under reduced pressure, and the residue was added with methanol (2 ml) and diethyl ether (6 ml). The deposited precipitates were collected by filtration and washed with diethyl ether to obtain the title compound (355 mg) as light yellow powdery solid. Reactants: C1(CCCCC1)CC(C(C(F)(F)F)C1=CC=C(C=C1)N)=O (1-cyclohexyl-3-(4'-aminophenyl)-4,4,4-trifluoro-2-butanone), C1(CCCC1)CC(C(C(F)(F)F)C1=CC=C(C=C1)N)=O (1-cyclopentyl-3-(4'-aminophenyl)-4,4,4-trifluoro-2-butanone). The product is C1(CCCC1)CC(C(C)(C1=CC=C(C=C1)N)F)=O (1-cyclopentyl-3-fluoro-3-(4'-aminophenyl)-2-butanone). As a reaction SMILES: [CH:1]1([CH2:7][C:8](=[O:21])[CH:9]([C:14]2[CH:19]=[CH:18][C:17]([NH2:20])=[CH:16][CH:15]=2)[C:10](F)(F)F)[CH2:6][CH2:5][CH2:4][CH2:3]C1.C1(CC(=O)C(C2C=CC(N)=CC=2)C(F)(F)[F:31])CCCC1>>[CH:1]1([CH2:7][C:8](=[O:21])[C:9]([F:31])([C:14]2[CH:15]=[CH:16][C:17]([NH2:20])=[CH:18][CH:19]=2)[CH3:10])[CH2:3][CH2:4][CH2:5][CH2:6]1. Procedure: 1-cyclohexyl-3-(4'-aminophenyl)-4,4,4-trifluoro-2-butanone, and 1-cyclopentyl-3-(4'-aminophenyl)-4,4,4-trifluoro-2-butanone. Reactants: C(C1=CC=CC=C1)OC=1C(=C2CCC(OC2=C(C1C)C)(C)CN(C)CCOC1=CC=C(C=C1)C=C1C(NC(S1)=O)=O)C (5-[4-[2-[N-(6-Benzyloxy-2,5,7,8-tetramethylchroman-2-ylmethyl)-N-methylamino]ethoxy]phenyl methylene]thiazolidine-2,4-dione), Cl (hydrochloric acid). Solvent: C(C)(=O)O (acetic acid). Conditions: temperature 60 celsius. Yields the product OC=1C(=C2CCC(OC2=C(C1C)C)(C)CN(C)CCOC1=CC=C(C=C1)C=C1C(NC(S1)=O)=O)C (5-[4-[2-[N-(6-Hydroxy-2,5,7,8-tetramethylchroman-2-ylmethyl)-N-methylamino]ethoxy]phenyl methylene]thiazolidine-2,4-dione). Isolated yield 92.6%. RXN SMILES: C([O:8][C:9]1[C:10]([CH3:42])=[C:11]2[C:16](=[C:17]([CH3:20])[C:18]=1[CH3:19])[O:15][C:14]([CH2:22][N:23]([CH2:25][CH2:26][O:27][C:28]1[CH:33]=[CH:32][C:31]([CH:34]=[C:35]3[S:39][C:38](=[O:40])[NH:37][C:36]3=[O:41])=[CH:30][CH:29]=1)[CH3:24])([CH3:21])[CH2:13][CH2:12]2)C1C=CC=CC=1.Cl>C(O)(=O)C>[OH:8][C:9]1[C:10]([CH3:42])=[C:11]2[C:16](=[C:17]([CH3:20])[C:18]=1[CH3:19])[O:15][C:14]([CH2:22][N:23]([CH2:25][CH2:26][O:27][C:28]1[CH:29]=[CH:30][C:31]([CH:34]=[C:35]3[S:39][C:38](=[O:40])[NH:37][C:36]3=[O:41])=[CH:32][CH:33]=1)[CH3:24])([CH3:21])[CH2:13][CH2:12]2. Procedure details: To a solution of 12.5 g of the product obtained in example 1, in 120 ml of acetic acid was added 40 ml of concentrated hydrochloric acid. The resulting mixture was heated at 60° C. for 1 h. At the end of this time, the solvent was removed under reduced pressure and the residue was diluted with acetone. The resulting white solid was filtered and washed with excess of acetone. The solid was suspended in methanol and the pH was adjusted to 7 by the addition of triethylamine. The solvent was removed... The reactants are N#Cc1ccccc1-c1ccc(N)c([N+](=O)[O-])c1, CCO. Product: N#Cc1ccccc1-c1ccc(N)c(N)c1. As a reaction SMILES: [C:1](#[N:2])[c:3]1[c:4](-[c:9]2[cH:10][c:11]([N+:16]([O-:17])=[O:18])[c:12]([NH2:13])[cH:14][cH:15]2)[cH:5][cH:6][cH:7][cH:8]1.[CH3:19][CH2:20][OH:21]>>[C:1](#[N:2])[c:3]1[c:4](-[c:9]2[cH:10][c:11]([NH2:16])[c:12]([NH2:13])[cH:14][cH:15]2)[cH:5][cH:6][cH:7][cH:8]1. Reactants: C(C)OC(=O)C=1N(C2=CC=C(C=C2C1C=O)F)CC1=CC=CC2=CC=CC=C12 (5-Fluoro-3-formyl-1-naphthalen-1-ylmethyl-1H-indole-2-carboxylic acid ethyl ester), C(C)N (ethyl amine). Yields the product C(C)OC(=O)C=1N(C2=CC=C(C=C2C1CNCC)F)CC1=CC=CC2=CC=CC=C12 (3-ethylaminomethyl-5-fluoro-1-naphthalen-1-ylmethyl-1H-indole-2-carboxylic acid ethyl ester). As a reaction SMILES: [CH2:1]([O:3][C:4]([C:6]1[N:7]([CH2:18][C:19]2[C:28]3[C:23](=[CH:24][CH:25]=[CH:26][CH:27]=3)[CH:22]=[CH:21][CH:20]=2)[C:8]2[C:13]([C:14]=1[CH:15]=O)=[CH:12][C:11]([F:17])=[CH:10][CH:9]=2)=[O:5])[CH3:2].[CH2:29]([NH2:31])[CH3:30]>>[CH2:1]([O:3][C:4]([C:6]1[N:7]([CH2:18][C:19]2[C:28]3[C:23](=[CH:24][CH:25]=[CH:26][CH:27]=3)[CH:22]=[CH:21][CH:20]=2)[C:8]2[C:13]([C:14]=1[CH2:15][NH:31][CH2:29][CH3:30])=[CH:12][C:11]([F:17])=[CH:10][CH:9]=2)=[O:5])[CH3:2]. Procedure: 5-Fluoro-3-formyl-1-naphthalen-1-ylmethyl-1H-indole-2-carboxylic acid ethyl ester (from Example 76.1.) was reacted with ethyl amine as described in Example 86.1. to give 3-ethylaminomethyl-5-fluoro-1-naphthalen-1-ylmethyl-1H-indole-2-carboxylic acid ethyl ester which was reacted with methyl chloroformate as described in Example 77.1. to give 3-[(ethyl-methoxycarbonyl-amino)-methyl]-5-fluoro-1-naphthalen-1-ylmethyl-1H-indole-2-carboxylic acid ethyl ester which was hydrolyzed as described in the g... Yields the product ClC=1C=C(C=CC1Cl)C1=NC(=C(N1C)C(=O)N1CCC(CC1)N1CCCC1)C=1C=NC=NC1 ([2-(3,4-Dichloro-phenyl)-3-methyl-5-pyrimidin-5-yl-3H-imidazol-4-yl]-(4-pyrrolidin-1-yl-piperidin-1-yl)-methanone). Procedure: In analogy to the procedure described for example 7, [2-(3,4-dichloro-phenyl)-5-iodo-3-methyl-3H-imidazol-4-yl]-(4-pyrrolidin-1-yl-piperidin-1-yl)-methanone (example 105) was reacted with pyrimidine-5-yl-boronic acid to give the title compound as colorless amorphous solid. MS: 485.3 (MH+, 2Cl). Starting materials: ClC=1C=C(C=CC1Cl)C1=NC(=C(N1C)C(=O)N1CCC(CC1)N1CCCC1)I ([2-(3,4-dichloro-phenyl)-5-iodo-3-methyl-3H-imidazol-4-yl]-(4-pyrrolidin-1-yl-piperidin-1-yl)-methanone), N1=CN=CC(=C1)B(O)O (pyrimidine-5-yl-boronic acid). As a reaction SMILES: [Cl:1][C:2]1[CH:3]=[C:4]([C:9]2[N:13]([CH3:14])[C:12]([C:15]([N:17]3[CH2:22][CH2:21][CH:20]([N:23]4[CH2:27][CH2:26][CH2:25][CH2:24]4)[CH2:19][CH2:18]3)=[O:16])=[C:11](I)[N:10]=2)[CH:5]=[CH:6][C:7]=1[Cl:8].[N:29]1[CH:34]=[C:33](B(O)O)[CH:32]=[N:31][CH:30]=1>>[Cl:1][C:2]1[CH:3]=[C:4]([C:9]2[N:13]([CH3:14])[C:12]([C:15]([N:17]3[CH2:22][CH2:21][CH:20]([N:23]4[CH2:27][CH2:26][CH2:25][CH2:24]4)[CH2:19][CH2:18]3)=[O:16])=[C:11]([C:33]3[CH:34]=[N:29][CH:30]=[N:31][CH:32]=3)[N:10]=2)[CH:5]=[CH:6][C:7]=1[Cl:8].